From a dataset of the Open Reaction Database (ORD), a public repository of structured organic reaction records. describe an organic reaction: reactants, conditions, products, and yield Reactants: Cc1cnc(NC(=O)C(O)CN2CC(O[Si](C)(C)C(C)(C)C)C2)cn1, CCOC(C)=O, Clc1cccc(Cl)c1-n1ncc2c(Cl)ncnc21, [H-], [Na+], C1CCOC1, O, O=C(O)CC(O)(CC(=O)O)C(=O)O. Product: Cc1cnc(NC(=O)C(CN2CC(O[Si](C)(C)C(C)(C)C)C2)Oc2ncnc3c2cnn3-c2c(Cl)cccc2Cl)cn1. RXN SMILES: [C:3]([CH3:4])([CH3:5])([CH3:6])[Si:7]([O:8][CH:9]1[CH2:10][N:11]([CH2:13][CH:14]([C:15](=[O:16])[NH:17][c:18]2[n:19][cH:20][c:21]([CH3:24])[n:22][cH:23]2)[OH:25])[CH2:12]1)([CH3:26])[CH3:27].[CH3:65][CH2:66][O:67][C:68](=[O:69])[CH3:70].[Cl:28][c:29]1[c:30]2[c:31]([n:32][cH:33][n:34]1)[n:35](-[c:38]1[c:39]([Cl:45])[cH:40][cH:41][cH:42][c:43]1[Cl:44])[n:36][cH:37]2.[H-:1].[Na+:2].[O:59]1[CH2:60][CH2:61][CH2:62][CH2:63]1.[OH2:64].[OH:46][C:47]([CH2:48][C:49]([C:50](=[O:51])[OH:52])([CH2:53][C:54](=[O:55])[OH:56])[OH:57])=[O:58]>>[C:3]([CH3:4])([CH3:5])([CH3:6])[Si:7]([O:8][CH:9]1[CH2:10][N:11]([CH2:13][CH:14]([C:15](=[O:16])[NH:17][c:18]2[n:19][cH:20][c:21]([CH3:24])[n:22][cH:23]2)[O:25][c:29]2[c:30]3[c:31]([n:32][cH:33][n:34]2)[n:35](-[c:38]2[c:39]([Cl:45])[cH:40][cH:41][cH:42][c:43]2[Cl:44])[n:36][cH:37]3)[CH2:12]1)([CH3:26])[CH3:27]. The reactants are C(=O)(O)CN(CC(=O)O)C1=CC(=CC(=C1)OCCCCCCCCCC)OCCCCCCCCCC (N-(carboxymethyl)-N-[3,5-bis(decyloxy)phenyl]glycine), C1(CCCCC1)N=C=NC1CCCCC1 (dicyclohexylcarbodiimide). Solvent: C(Cl)Cl (methylene chloride). Run at time 17 hour. The product is C(CCCCCCCCC)OC=1C=C(C=C(C1)OCCCCCCCCCC)N1CC(OC(C1)=O)=O (4-[3,5-bis(decyloxy)phenyl]2,6-morpholinedione). Yield: 88.1%. Reaction SMILES: [C:1]([CH2:4][N:5]([C:10]1[CH:15]=[C:14]([O:16][CH2:17][CH2:18][CH2:19][CH2:20][CH2:21][CH2:22][CH2:23][CH2:24][CH2:25][CH3:26])[CH:13]=[C:12]([O:27][CH2:28][CH2:29][CH2:30][CH2:31][CH2:32][CH2:33][CH2:34][CH2:35][CH2:36][CH3:37])[CH:11]=1)[CH2:6][C:7]([OH:9])=[O:8])(O)=[O:2].C1(N=C=NC2CCCCC2)CCCCC1>C(Cl)Cl>[CH2:17]([O:16][C:14]1[CH:15]=[C:10]([N:5]2[CH2:4][C:1](=[O:2])[O:8][C:7](=[O:9])[CH2:6]2)[CH:11]=[C:12]([O:27][CH2:28][CH2:29][CH2:30][CH2:31][CH2:32][CH2:33][CH2:34][CH2:35][CH2:36][CH3:37])[CH:13]=1)[CH2:18][CH2:19][CH2:20][CH2:21][CH2:22][CH2:23][CH2:24][CH2:25][CH3:26]. Reported procedure: To 2.0 g (3.83 mmol) of N-(carboxymethyl)-N-[3,5-bis(decyloxy)phenyl]glycine in 100 ml of methylene chloride stirred at room temperature was added 0.9 g (4.37 mmol) of dicyclohexylcarbodiimide The reaction mixture was stirred at room temperature for 17 hours. After cooling in an ice bath, the precipitate was removed by filtration and the filtrate was concentrated at reduced pressure to a solid which was recrystallized from hexane to give 1.7 g (88% yield, mp 62°-62°) of 4-[3,5-bis(decyloxy)pheny... Starting materials: O=C([O-])[O-], CCc1nc2ccccc2[nH]1, CC(C)C1CN(CCc2nc3c(N4CCOCC4)nc(Cl)nc3n2C)CC(=O)N1, [Cs+], [Cs+], C1COCCO1, O=C(C=Cc1ccccc1)C=Cc1ccccc1, O=C(C=Cc1ccccc1)C=Cc1ccccc1, O=C(C=Cc1ccccc1)C=Cc1ccccc1, [Pd], [Pd]. Yields the product CCc1nc2ccccc2n1-c1nc(N2CCOCC2)c2nc(CCN3CC(=O)NC(C(C)C)C3)n(C)c2n1. RXN SMILES: [C:41](=[O:42])([O-:43])[O-:44].[CH2:30]([CH3:31])[c:32]1[nH:33][c:34]2[c:35]([n:36]1)[cH:37][cH:38][cH:39][cH:40]2.[Cl:1][c:2]1[n:3][c:4]([N:24]2[CH2:25][CH2:26][O:27][CH2:28][CH2:29]2)[c:5]2[n:6][c:7]([CH2:12][CH2:13][N:14]3[CH2:15][C:16](=[O:23])[NH:17][CH:18]([CH:20]([CH3:21])[CH3:22])[CH2:19]3)[n:8]([CH3:11])[c:9]2[n:10]1.[Cs+:45].[Cs+:46].[O:47]1[CH2:48][CH2:49][O:50][CH2:51][CH2:52]1.[O:55]=[C:56]([CH:57]=[CH:58][c:59]1[cH:60][cH:61][cH:62][cH:63][cH:64]1)[CH:65]=[CH:66][c:67]1[cH:68][cH:69][cH:70][cH:71][cH:72]1.[O:73]=[C:74]([CH:75]=[CH:76][c:77]1[cH:78][cH:79][cH:80][cH:81][cH:82]1)[CH:83]=[CH:84][c:85]1[cH:86][cH:87][cH:88][cH:89][cH:90]1.[O:91]=[C:92]([CH:93]=[CH:94][c:95]1[cH:96][cH:97][cH:98][cH:99][cH:100]1)[CH:101]=[CH:102][c:103]1[cH:104][cH:105][cH:106][cH:107][cH:108]1.[Pd:53].[Pd:54]>>[c:2]1(-[n:33]2[c:32]([CH2:30][CH3:31])[n:36][c:35]3[c:34]2[cH:40][cH:39][cH:38][cH:37]3)[n:3][c:4]([N:24]2[CH2:25][CH2:26][O:27][CH2:28][CH2:29]2)[c:5]2[n:6][c:7]([CH2:12][CH2:13][N:14]3[CH2:15][C:16](=[O:23])[NH:17][CH:18]([CH:20]([CH3:21])[CH3:22])[CH2:19]3)[n:8]([CH3:11])[c:9]2[n:10]1. Yields the product N#Cc1ccccc1-c1ccc(CBr)cc1. Reaction SMILES: [Br:16][N:17]1[C:18](=[O:19])[CH2:20][CH2:21][C:22]1=[O:23].[C:24]([O:25][O:26][C:27](=[O:28])[c:29]1[cH:30][cH:31][cH:32][cH:33][cH:34]1)(=[O:35])[c:36]1[cH:37][cH:38][cH:39][cH:40][cH:41]1.[C:42]([Cl:43])([Cl:44])([Cl:45])[Cl:46].[CH3:1][c:2]1[cH:3][cH:4][c:5](-[c:8]2[c:9]([C:14]#[N:15])[cH:10][cH:11][cH:12][cH:13]2)[cH:6][cH:7]1>>[CH2:1]([c:2]1[cH:3][cH:4][c:5](-[c:8]2[c:9]([C:14]#[N:15])[cH:10][cH:11][cH:12][cH:13]2)[cH:6][cH:7]1)[Br:16]. Reactants: O=C1CCC(=O)N1Br, O=C(OOC(=O)c1ccccc1)c1ccccc1, ClC(Cl)(Cl)Cl, Cc1ccc(-c2ccccc2C#N)cc1. The reactants are CCOC(=O)C(=O)OCC, CCCC(C)=O, CCO, [Na]. The product is CCCC(=O)CC(=O)C(=O)OCC. RXN SMILES: [C:8]([C:9]([O:11][CH2:10][CH3:12])=[O:13])(=[O:14])[O:15][CH2:16][CH3:17].[CH2:2]([CH2:3][CH3:4])[C:5](=[O:6])[CH3:7].[CH3:18][CH2:19][OH:20].[Na:1]>>[CH2:2]([CH2:3][CH3:4])[C:5](=[O:6])[CH2:7][C:9]([C:8](=[O:14])[O:15][CH2:16][CH3:17])=[O:11]. Reactants: CN1CCN(CC(=O)N2c3ccccc3-n3c(n[nH]c3=O)-c3cccnc32)CC1, CN(C)C=O, [H-], ClCCCN1CCCC1, [Na+], Cc1ccccc1C. The product is CN1CCN(CC(=O)N2c3ccccc3-n3c(nn(CCCN4CCCC4)c3=O)-c3cccnc32)CC1. RXN SMILES: [CH3:1][N:2]1[CH2:3][CH2:4][N:5]([CH2:8][C:9](=[O:10])[N:11]2[c:12]3[c:13]([cH:26][cH:27][cH:28][n:29]3)-[c:14]3[n:15]([c:22](=[O:25])[nH:23][n:24]3)-[c:16]3[c:17]2[cH:18][cH:19][cH:20][cH:21]3)[CH2:6][CH2:7]1.[CH3:41][N:42]([CH3:43])[CH:44]=[O:45].[H-:30].[N:32]1([CH2:37][CH2:38][CH2:39][Cl:40])[CH2:33][CH2:34][CH2:35][CH2:36]1.[Na+:31].[c:46]1([CH3:47])[c:48]([CH3:49])[cH:50][cH:51][cH:52][cH:53]1>>[CH3:1][N:2]1[CH2:3][CH2:4][N:5]([CH2:8][C:9](=[O:10])[N:11]2[c:12]3[c:13]([cH:26][cH:27][cH:28][n:29]3)-[c:14]3[n:15]([c:22](=[O:25])[n:23]([CH2:39][CH2:38][CH2:37][N:32]4[CH2:33][CH2:34][CH2:35][CH2:36]4)[n:24]3)-[c:16]3[c:17]2[cH:18][cH:19][cH:20][cH:21]3)[CH2:6][CH2:7]1. Starting materials: C(C)OC(C1=CC(=CC=C1)N1N=C(C=C1N)C(C)(C)C)=O (3-(5-Amino-3-tert-butyl-pyrazol-1-yl)-benzoic acid ethyl ester), ClC(COC(NC=1N(N=C(C1)C(C)(C)C)C1=CC(=CC=C1)CO)=O)(Cl)Cl ([5-tert-Butyl-2-(3-hydroxymethyl-phenyl)-2H-pyrazol-3-yl]-carbamic acid 2,2,2-trichloro-ethyl ester). Product: C(C)OC(C1=CC(=CC=C1)N1N=C(C=C1NC(=O)OCC(Cl)(Cl)Cl)C(C)(C)C)=O (3-[3-tert-Butyl-5-(2,2,2-trichloro-ethoxycarbonylamino)-pyrazol-1-yl]-benzoic acid ethyl ester). RXN SMILES: [CH2:1]([O:3][C:4](=[O:21])[C:5]1[CH:10]=[CH:9][CH:8]=[C:7]([N:11]2[C:15]([NH2:16])=[CH:14][C:13]([C:17]([CH3:20])([CH3:19])[CH3:18])=[N:12]2)[CH:6]=1)[CH3:2].[Cl:22][C:23]([Cl:47])([Cl:46])[CH2:24][O:25][C:26](=[O:45])NC1N(C2C=CC=C(CO)C=2)N=C(C(C)(C)C)C=1>>[CH2:1]([O:3][C:4](=[O:21])[C:5]1[CH:10]=[CH:9][CH:8]=[C:7]([N:11]2[C:15]([NH:16][C:26]([O:25][CH2:24][C:23]([Cl:47])([Cl:46])[Cl:22])=[O:45])=[CH:14][C:13]([C:17]([CH3:20])([CH3:19])[CH3:18])=[N:12]2)[CH:6]=1)[CH3:2]. Procedure details: The title compound was prepared from Intermediate 29a using an analogous procedure to that described for Intermediate 29c. LCMS (Method 3): Rt 4.67 min, m/z 462, 464 [MH+]. Reactants: COCC1CC(c2ncc(-c3ccc4c(c3)COc3cc5c(ccc6nc(C7CCC(C)N7C(=O)C(NC(=O)OC)C(C)C)[nH]c65)cc3-4)[nH]2)N(C(=O)OC(C)(C)C)C1, COC(=O)NC(C(=O)O)c1ccccc1, CCO, CCN(C(C)C)C(C)C, Cl. Product: COCC1CC(c2ncc(-c3ccc4c(c3)COc3cc5c(ccc6nc(C7CCC(C)N7C(=O)C(NC(=O)OC)C(C)C)[nH]c65)cc3-4)[nH]2)N(C(=O)C(NC(=O)OC)c2ccccc2)C1. Reaction SMILES: [CH3:1][O:2][C:3](=[O:4])[NH:5][CH:6]([CH:7]([CH3:8])[CH3:9])[C:10](=[O:11])[N:12]1[CH:13]([c:18]2[n:19][c:20]3[c:21]([nH:22]2)[c:23]2[cH:24][c:25]4[c:26]([cH:27][c:28]2[cH:29][cH:30]3)-[c:31]2[cH:32][cH:33][c:34](-[c:39]3[cH:40][n:41][c:42]([CH:44]5[N:45]([C:52]([O:54][C:53]([CH3:55])([CH3:56])[CH3:57])=[O:58])[CH2:46][CH:47]([CH2:49][O:50][CH3:51])[CH2:48]5)[nH:43]3)[cH:35][c:36]2[CH2:37][O:38]4)[CH2:14][CH2:15][CH:16]1[CH3:17].[CH3:59][O:60][C:61](=[O:62])[NH:63][CH:64]([C:65]([OH:66])=[O:67])[c:68]1[cH:69][cH:70][cH:71][cH:72][cH:73]1.[CH3:84][CH2:85][OH:86].[CH:74]([N:75]([CH:76]([CH3:77])[CH3:78])[CH2:79][CH3:80])([CH3:81])[CH3:82].[ClH:83]>>[CH3:1][O:2][C:3](=[O:4])[NH:5][CH:6]([CH:7]([CH3:8])[CH3:9])[C:10](=[O:11])[N:12]1[CH:13]([c:18]2[n:19][c:20]3[c:21]([nH:22]2)[c:23]2[cH:24][c:25]4[c:26]([cH:27][c:28]2[cH:29][cH:30]3)-[c:31]2[cH:32][cH:33][c:34](-[c:39]3[cH:40][n:41][c:42]([CH:44]5[N:45]([C:52](=[O:54])[CH:64]([NH:63][C:61]([O:60][CH3:59])=[O:62])[c:68]6[cH:69][cH:70][cH:71][cH:72][cH:73]6)[CH2:46][CH:47]([CH2:49][O:50][CH3:51])[CH2:48]5)[nH:43]3)[cH:35][c:36]2[CH2:37][O:38]4)[CH2:14][CH2:15][CH:16]1[CH3:17]. Solvent: CO (methanol). Reaction SMILES: [Cl:1][C:2]1[C:7]([Cl:8])=[CH:6][N:5]=[C:4]2[N:9](S(C3C=CC(C)=CC=3)(=O)=O)[C:10]([C:12]3[CH:13]=[N:14][N:15]([CH3:17])[CH:16]=3)=[CH:11][C:3]=12.[OH-].[Na+].Cl.O>CO>[Cl:1][C:2]1[C:7]([Cl:8])=[CH:6][N:5]=[C:4]2[NH:9][C:10]([C:12]3[CH:13]=[N:14][N:15]([CH3:17])[CH:16]=3)=[CH:11][C:3]=12 |f:1.2|. Starting materials: ClC1=C2C(=NC=C1Cl)N(C(=C2)C=2C=NN(C2)C)S(=O)(=O)C2=CC=C(C)C=C2 (4,5-dichloro-2-(1-methyl-1H-pyrazol-4-yl)-1-tosyl-1H-pyrrolo[2,3-b]pyridine), [OH-].[Na+] (sodium hydroxide), O (water), Cl (HCl). Reported procedure: A suspension of Example 113C (0.35 g, 0.831 mmol) in methanol (9.2 mL) was treated with 2 N aqueous sodium hydroxide solution (2.08 mL, 4.15 mmol), and the reaction was heated to 70° C. for 10 minutes. The reaction was cooled to ambient temperature, and the pH was adjusted to pH ˜7 with 10% aqueous HCl solution. The neutralized mixture was treated with water (12 mL), and the resulting suspension was cooled to 0° C. and filtered. The solid was collected, washed with water, and dried in a vacuum o... Reaction conditions: temperature 70 celsius. Product: ClC1=C2C(=NC=C1Cl)NC(=C2)C=2C=NN(C2)C (4,5-dichloro-2-(1-methyl-1H-pyrazol-4-yl)-1H-pyrrolo[2,3-b]pyridine). Reactants: O=C([O-])O, CO, Cl, N#Cc1ccc(CO)c(F)c1, NO, [Na+]. Product: NC(=NO)c1ccc(CO)c(F)c1. RXN SMILES: [C:15](=[O:16])([OH:17])[O-:18].[CH3:20][OH:21].[ClH:12].[F:1][c:2]1[cH:3][c:4]([C:5]#[N:6])[cH:7][cH:8][c:9]1[CH2:10][OH:11].[NH2:13][OH:14].[Na+:19]>>[F:1][c:2]1[cH:3][c:4]([C:5]([NH2:6])=[N:13][OH:14])[cH:7][cH:8][c:9]1[CH2:10][OH:11].